From a dataset of the Open Reaction Database (ORD), a public repository of structured organic reaction records. describe an organic reaction: reactants, conditions, products, and yield The reactants are C1CCNCC1, ClCCl, O=C(NC(Cc1ccc2ccccc2c1)C(=O)Nc1ccc(I)cc1F)OCC1c2ccccc2-c2ccccc21. Yields the product NC(Cc1ccc2ccccc2c1)C(=O)Nc1ccc(I)cc1F. Reaction SMILES: [CH2:42]1[CH2:43][CH2:44][NH:45][CH2:46][CH2:47]1.[Cl:48][CH2:49][Cl:50].[cH:1]1[c:2]2[c:14]([cH:15][cH:16][cH:41]1)-[c:9]1[c:8]([cH:13][cH:12][cH:11][cH:10]1)[CH:3]2[CH2:4][O:5][C:6](=[O:7])[NH:17][CH:18]([CH2:19][c:20]1[cH:21][c:22]2[cH:23][cH:24][cH:25][cH:26][c:27]2[cH:28][cH:29]1)[C:30]([NH:31][c:32]1[c:33]([F:39])[cH:34][c:35]([I:38])[cH:36][cH:37]1)=[O:40]>>[NH2:17][CH:18]([CH2:19][c:20]1[cH:21][c:22]2[cH:23][cH:24][cH:25][cH:26][c:27]2[cH:28][cH:29]1)[C:30]([NH:31][c:32]1[c:33]([F:39])[cH:34][c:35]([I:38])[cH:36][cH:37]1)=[O:40]. The reactants are COC1=CC=C(C=C1)P1(SP(S1)(C1=CC=C(C=C1)OC)=S)=S (2,4-Bis-(p-methoxyphenyl)-1,3-dithia-2,4-diphosphetane-2,4-disulphide), C(CCC)NC(CCCCCCCCCC[C@H]1[C@H]2[C@@H]3CC[C@@H]([C@@]3(C)CC[C@@H]2C=2C=CC(=CC2C1)OC)OC1OCCCC1)=O (N-n-butyl-11-(3-methoxy-17β-tetrahydropyranyloxyoestra-1,3,5(10)-trien-7α-yl)undecanamide). The solvent is C=1(C(=CC=CC1)C)C (xylene). Run at temperature 130 celsius. The product is C(CCC)NC(CCCCCCCCCC[C@H]1[C@H]2[C@@H]3CC[C@@H]([C@@]3(C)CC[C@@H]2C=2C=CC(=CC2C1)OC)O)=S (N-n-butyl-11-(17β-hydroxy-3-methoxyoestra-1,3,5(10)-trien-7α-yl)thioundecanamide). As a reaction SMILES: COC1C=CC(P2(=S)SP(=S)(C3C=CC(OC)=CC=3)[S:10]2)=CC=1.[CH2:23]([NH:27][C:28](=O)[CH2:29][CH2:30][CH2:31][CH2:32][CH2:33][CH2:34][CH2:35][CH2:36][CH2:37][CH2:38][C@@H:39]1[CH2:56][C:55]2[CH:54]=[C:53]([O:57][CH3:58])[CH:52]=[CH:51][C:50]=2[C@@H:49]2[C@@H:40]1[C@H:41]1[C@@:45]([CH2:47][CH2:48]2)([CH3:46])[C@@H:44]([O:59]C2CCCCO2)[CH2:43][CH2:42]1)[CH2:24][CH2:25][CH3:26]>C1(C)C(C)=CC=CC=1>[CH2:23]([NH:27][C:28](=[S:10])[CH2:29][CH2:30][CH2:31][CH2:32][CH2:33][CH2:34][CH2:35][CH2:36][CH2:37][CH2:38][C@@H:39]1[CH2:56][C:55]2[CH:54]=[C:53]([O:57][CH3:58])[CH:52]=[CH:51][C:50]=2[C@@H:49]2[C@@H:40]1[C@H:41]1[C@@:45]([CH2:47][CH2:48]2)([CH3:46])[C@@H:44]([OH:59])[CH2:43][CH2:42]1)[CH2:24][CH2:25][CH3:26]. Reported procedure: 2,4-Bis-(p-methoxyphenyl)-1,3-dithia-2,4-diphosphetane-2,4-disulphide (Lawesson's Reagent; 0.375 g.) was added to a stirred solution of N-n-butyl-11-(3-methoxy-17β-tetrahydropyranyloxyoestra-1,3,5(10)-trien-7α-yl)undecanamide (0.25 g.) in xylene (14 ml.) and the mixture was stirred and heated at 130° C. for 5 hours and then evaporated to dryness under reduced pressure. The residue was dissolved in a mixture of tetrahydrofuran (2 ml.), water (2 ml.) and acetic acid (4 ml.) and the solution was st... Starting materials: 2-(heteroaryl)indole, 2-(aryl)indole, C1C(=CC2=CC=CC=C12)C=1NC2=CC=CC=C2C1 (2-(2-indenyl)indole), C(#N)\C=C/C(=O)OCC (ethyl cis-β-cyanoacrylate). Solvent: Cl[Sn](Cl)(Cl)Cl (SnCl4), [Al+3].[Cl-].[Cl-].[Cl-] (AlCl3), C(C)[Al](Cl)Cl (EtAlCl2), [Al](CC)(CC)Cl (Et2AlCl), C(=O)(C(F)(F)F)O (TFA), C(Cl)Cl (CH2Cl2), C1(=CC=CC=C1)C (toluene). Product: O=C1C=C2C=3C=CC=CC3N=C2C=C1 (6-oxo carbazole). Reaction SMILES: C1[C:9]2[C:4](=CC=CC=2)[CH:3]=[C:2]1[C:10]1[NH:11][C:12]2[C:17]([CH:18]=1)=[CH:16][CH:15]=[CH:14][CH:13]=2.C(/C=C\C(OCC)=[O:24])#N>Cl[Sn](Cl)(Cl)Cl.[Al+3].[Cl-].[Cl-].[Cl-].C([Al](Cl)Cl)C.[Al](Cl)(CC)CC.C(O)(C(F)(F)F)=O.C(Cl)Cl.C1(C)C=CC=CC=1>[O:24]=[C:4]1[CH:3]=[CH:2][C:10]2[C:18]([C:17]3[CH:16]=[CH:15][CH:14]=[CH:13][C:12]=3[N:11]=2)=[CH:9]1 |f:3.4.5.6|. Procedure: In Method B (FIG. 2), a 2-(heteroaryl)indole derivative (1-3), or 2-(aryl)indole derivative such as 2-(2-indenyl)indole 4 is reacted with ethyl cis-β-cyanoacrylate in the presence of a catalyst such as SnCl4, AlCl3, EtAlCl2, Et2AlCl or TFA in CH2Cl2, C2H4Cl2 or toluene as solvent to give the 6-oxo carbazole compounds of formula I of the invention. Starting materials: COC1=C2CCC(C(C2=CC=C1)CC(=O)OCC)=O (ethyl 1,2,3,4-tetrahydro-5-methoxy-2-oxo-1-naphthylacetate), O (water), CC(CCN)C (3-methyl-butylamine). Solvent: C1(=CC=CC=C1)C (toluene). Run at time 10 hour. Product: COC1=CC=CC=2[C@H]3CC(N([C@H]3CCC21)CCC(C)C)=O (rac-cis-1,3,3a,4,5,9b-hexahydro-6-methoxy-3-(3-methyl-butyl)-2H-benzo[e]indol-2-one), oily material. Yield: 16.0%. RXN SMILES: [CH3:1][O:2][C:3]1[CH:12]=[CH:11][CH:10]=[C:9]2[C:4]=1[CH2:5][CH2:6][C:7](=O)[CH:8]2[CH2:13][C:14]([O:16]CC)=O.[CH3:20][CH:21]([CH3:25])[CH2:22][CH2:23][NH2:24].O>C1(C)C=CC=CC=1>[CH3:1][O:2][C:3]1[C:4]2[CH2:5][CH2:6][C@H:7]3[C@H:8]([CH2:13][C:14](=[O:16])[N:24]3[CH2:23][CH2:22][CH:21]([CH3:25])[CH3:20])[C:9]=2[CH:10]=[CH:11][CH:12]=1. Procedure: 4.6 g (0.01755 mol) of ethyl 1,2,3,4-tetrahydro-5-methoxy-2-oxo-1-naphthylacetate were dissolved in 80 ml of toluene, 2.04 ml (0.01755 mol) of 3-methyl-butylamine were added thereto and the mixture was boiled for 24 hours on a water separator. After concentration the residue was hydro-genated with 1.8 g of Raney-nickel in 200 ml of ethanol at 120° and 140 bar for 10 hours. The material obtained was chromatographed over silica gel with cyclohexane/ethyl acetate 3:1. The product was dissolved in h... The reactants are compound 33b, C(C)OC(C(CC(C)C)C=1C=C(C=C(C1)C1CNCCC1)C1=CC=C(C=C1)C(F)(F)F)=O (4-Methyl-2-(5-piperidin-3-yl-4′-trifluoromethyl-biphenyl-3-yl)-pentanoic acid ethyl ester), BrCC1=CC2=CC=CC=C2C=C1 (2-Bromomethyl napthalene), C(C)(C)N(CC)C(C)C (diisopropylethylamine). The solvent is CC#N (CH3CN), CCOC(=O)C (EtOAc). Yields the product C(C)OC(C(CC(C)C)C=1C=C(C=C(C1)C1CN(CCC1)CC1=CC2=CC=CC=C2C=C1)C1=CC=C(C=C1)C(F)(F)F)=O (4-Methyl-2-[5-(1-naphthalen-2-ylmethyl-piperidin-3-yl)-4′-trifluoromethyl-biphenyl-3-yl]-pentanoic acid ethyl ester). Yield: 87.0%. As a reaction SMILES: [CH2:1]([O:3][C:4](=[O:32])[CH:5]([C:10]1[CH:11]=[C:12]([C:22]2[CH:27]=[CH:26][C:25]([C:28]([F:31])([F:30])[F:29])=[CH:24][CH:23]=2)[CH:13]=[C:14]([CH:16]2[CH2:21][CH2:20][CH2:19][NH:18][CH2:17]2)[CH:15]=1)[CH2:6][CH:7]([CH3:9])[CH3:8])[CH3:2].Br[CH2:34][C:35]1[CH:44]=[CH:43][C:42]2[C:37](=[CH:38][CH:39]=[CH:40][CH:41]=2)[CH:36]=1.C(N(C(C)C)CC)(C)C>CC#N.CCOC(C)=O>[CH2:1]([O:3][C:4](=[O:32])[CH:5]([C:10]1[CH:11]=[C:12]([C:22]2[CH:23]=[CH:24][C:25]([C:28]([F:29])([F:30])[F:31])=[CH:26][CH:27]=2)[CH:13]=[C:14]([CH:16]2[CH2:21][CH2:20][CH2:19][N:18]([CH2:34][C:35]3[CH:44]=[CH:43][C:42]4[C:37](=[CH:38][CH:39]=[CH:40][CH:41]=4)[CH:36]=3)[CH2:17]2)[CH:15]=1)[CH2:6][CH:7]([CH3:9])[CH3:8])[CH3:2]. Procedure details: To a solution of compound 33b, 4-Methyl-2-(5-piperidin-3-yl-4′-trifluoromethyl-biphenyl-3-yl)-pentanoic acid ethyl ester (44.4 mg, 0.10 mmol) in CH3CN (5 ml) was added 2-Bromomethyl napthalene) (33 mg, 0.15 mmol) and diisopropylethylamine (35 μl, 0.20 mmol). The reaction was microwaved at 130° C. for 10 minutes, then diluted with EtOAc and washed with brine, sat. NaHCO3, and brine, dried and filtered. Purification by silica gel chromatography (Isco) gave the desired product as a clear oil, (51 m... Starting materials: ClC1=C(C=CC(=C1)Cl)CC(=O)Cl (2,4-dichlorophenylacetyl chloride), C1(=CC=CC=C1)NCCC(=O)OCC (ethyl N-phenyl-3-aminopropionate). Yields the product ClC1=C(C=CC(=C1)Cl)CC(=O)N(C1=CC=CC=C1)CCC(=O)OCC (ethyl 3-[2-(2,4-dichlorophenyl)-N-phenyl-acetamido]propanoate). Reaction SMILES: [Cl:1][C:2]1[CH:7]=[C:6]([Cl:8])[CH:5]=[CH:4][C:3]=1[CH2:9][C:10](Cl)=[O:11].[C:13]1([NH:19][CH2:20][CH2:21][C:22]([O:24][CH2:25][CH3:26])=[O:23])[CH:18]=[CH:17][CH:16]=[CH:15][CH:14]=1>>[Cl:1][C:2]1[CH:7]=[C:6]([Cl:8])[CH:5]=[CH:4][C:3]=1[CH2:9][C:10]([N:19]([CH2:20][CH2:21][C:22]([O:24][CH2:25][CH3:26])=[O:23])[C:13]1[CH:18]=[CH:17][CH:16]=[CH:15][CH:14]=1)=[O:11]. Procedure: By a procedure similar to that of example 1.115.1, starting from 2,4-dichlorophenylacetyl chloride and ethyl N-phenyl-3-aminopropionate, ethyl 3-[2-(2,4-dichlorophenyl)-N-phenyl-acetamido]propanoate was obtained as yellowish oil.